This data is from the Open Reaction Database (ORD), a public repository of structured organic reaction records. The task is: describe an organic reaction: reactants, conditions, products, and yield Starting materials: COC=1C=C(C=C(C1OC)OC)C1=NC=CC(=C1)CN1CCNCC1 (1-[[2-(3,4,5-Trimethoxyphenyl)pyridin-4-yl]methyl]-piperazine), COC=1C=C(C=CC(=O)O)C=C(C1OC)OC (3,4,5-trimethoxycinnamic acid). Yields the product COC=1C=C(C=CC(=O)N2CCN(CC2)CC2=CC(=NC=C2)C2=CC(=C(C(=C2)OC)OC)OC)C=C(C1OC)OC (N-(3,4,5-trimethoxycinnamoyl)-N′-[[2-(3,4,5-trimethoxyphenyl)pyridin-4-yl]methyl]piperazine). As a reaction SMILES: [CH3:1][O:2][C:3]1[CH:4]=[C:5]([C:13]2[CH:18]=[C:17]([CH2:19][N:20]3[CH2:25][CH2:24][NH:23][CH2:22][CH2:21]3)[CH:16]=[CH:15][N:14]=2)[CH:6]=[C:7]([O:11][CH3:12])[C:8]=1[O:9][CH3:10].[CH3:26][O:27][C:28]1[CH:29]=[C:30]([CH:36]=[C:37]([O:41][CH3:42])[C:38]=1[O:39][CH3:40])[CH:31]=[CH:32][C:33](O)=[O:34]>>[CH3:42][O:41][C:37]1[CH:36]=[C:30]([CH:29]=[C:28]([O:27][CH3:26])[C:38]=1[O:39][CH3:40])[CH:31]=[CH:32][C:33]([N:23]1[CH2:24][CH2:25][N:20]([CH2:19][C:17]2[CH:16]=[CH:15][N:14]=[C:13]([C:5]3[CH:6]=[C:7]([O:11][CH3:12])[C:8]([O:9][CH3:10])=[C:3]([O:2][CH3:1])[CH:4]=3)[CH:18]=2)[CH2:21][CH2:22]1)=[O:34]. Procedure details: 1-[[2-(3,4,5-Trimethoxyphenyl)pyridin-4-yl]methyl]-piperazine (103 mg) and 3,4,5-trimethoxycinnamic acid (65 mg) were reacted in the same manner as in Example 56 to obtain the title compound as a free base. As a reaction SMILES: [C:1]([C:4]1[CH:5]=[C:6]([NH:10][C:11](=O)C(F)(F)F)[CH:7]=[CH:8][CH:9]=1)(=[O:3])[CH3:2].CO[CH:19](OC)[N:20]([CH3:22])[CH3:21].O>CN(C)C=O>[CH3:19][N:20]([CH3:22])[CH:21]=[CH:2][C:1]([C:4]1[CH:9]=[CH:8][CH:7]=[C:6]([NH:10][CH3:11])[CH:5]=1)=[O:3]. Procedure: 8.37 g (36.21 mmol) de N-(3-acetylphenyl)-2,2,2-trifluoro-acetamide were dissolved in 80 ml of N,N-dimethyl formamide. To the resultant solution 24.23 ml (181.02 mmol) of N,N-dimethylformamide dimethyl acetal were added and heated at 150° C. for 2 h. The solvent was removed by reduced pressure distillation to yield an oil which was treated with 50 ml of water and extract with 3×100 ml of dichloromethane. The organic layers were washed with 2×200 ml of a saturated solution of sodium chloride, dri... Isolated yield 55.0%. Run in CN(C=O)C (N,N-dimethyl formamide). Reaction conditions: temperature 150 celsius. Reactants: O (water), resultant solution, COC(N(C)C)OC (N,N-dimethylformamide dimethyl acetal), C(C)(=O)C=1C=C(C=CC1)NC(C(F)(F)F)=O (N-(3-acetylphenyl)-2,2,2-trifluoro-acetamide). The product is CN(C=CC(=O)C1=CC(=CC=C1)NC)C (3-(dimethylamino)-1-[3-(methylamino)phenyl]prop-2-en-1-one). The reactants are COC1=CC=C(CN2N=C(C=3C(=NC=CC32)NC3CCOCC3)OC3=CC=CC=C3)C=C1 (1-(4-methoxybenzyl)-3-phenoxy-N-(tetrahydro-2H-pyran-4-yl)-1H-pyrazolo[4,3-c]pyridin-4-amine), FC(S(=O)(=O)O)(F)F (trifluoromethanesulfonic acid). The solvent is C(Cl)Cl (methylene chloride). Run at time 2 hour. Yields the product O(C1=CC=CC=C1)C1=NNC2=C1C(=NC=C2)NC2CCOCC2 (3-phenoxy-N-(tetrahydro-2H-pyran-4-yl)-1H-pyrazolo[4,3-c]pyridin-4-amine). As a reaction SMILES: COC1C=CC(C[N:8]2[C:16]3[CH:15]=[CH:14][N:13]=[C:12]([NH:17][CH:18]4[CH2:23][CH2:22][O:21][CH2:20][CH2:19]4)[C:11]=3[C:10]([O:24][C:25]3[CH:30]=[CH:29][CH:28]=[CH:27][CH:26]=3)=[N:9]2)=CC=1.FC(F)(F)S(O)(=O)=O>C(Cl)Cl>[O:24]([C:10]1[C:11]2[C:12]([NH:17][CH:18]3[CH2:23][CH2:22][O:21][CH2:20][CH2:19]3)=[N:13][CH:14]=[CH:15][C:16]=2[NH:8][N:9]=1)[C:25]1[CH:26]=[CH:27][CH:28]=[CH:29][CH:30]=1. Reported procedure: The crude 1-(4-methoxybenzyl)-3-phenoxy-N-(tetrahydro-2H-pyran-4-yl)-1H-pyrazolo[4,3-c]pyridin-4-amine from step 1 was added to methylene chloride (5 mL) and trifluoromethanesulfonic acid (0.5 mL), and the resulting mixture was stirred at room temperature for two hours. The mixture was concentrated under reduced pressure and the residue was purified by reverse phase HPLC to give 3-phenoxy-N-(tetrahydro-2H-pyran-4-yl)-1H-pyrazolo[4,3-c]pyridin-4-amine: LC-MS (Method G): m/z=311.1; 1H NMR (400 MHz... Starting materials: OC=1C(C2=CC(=CC=C2C(C1C(=O)NCC(=O)OC(C)(C)C)=O)\C=C\C1=CC=CC=C1)(C)C ((E)-tert-butyl 2-(2-hydroxy-1,1-dimethyl-4-oxo-7-styryl-1,4-dihydronaphthalene-3-carboxamido)acetate), [H][H] (hydrogen). The reagents and catalysts are [Pd] (Palladium). Solvent: CCO (EtOH). Product: OC=1C(C2=CC(=CC=C2C(C1C(=O)NCC(=O)OC(C)(C)C)=O)CCC1=CC=CC=C1)(C)C (tert-butyl 2-(2-hydroxy-1,1-dimethyl-4-oxo-7-phenethyl-1,4-dihydronaphthalene-3-carboxamido)acetate). As a reaction SMILES: [OH:1][C:2]1[C:3]([CH3:33])([CH3:32])[C:4]2[C:9]([C:10](=[O:23])[C:11]=1[C:12]([NH:14][CH2:15][C:16]([O:18][C:19]([CH3:22])([CH3:21])[CH3:20])=[O:17])=[O:13])=[CH:8][CH:7]=[C:6](/[CH:24]=[CH:25]/[C:26]1[CH:31]=[CH:30][CH:29]=[CH:28][CH:27]=1)[CH:5]=2.[H][H]>CCO.[Pd]>[OH:1][C:2]1[C:3]([CH3:33])([CH3:32])[C:4]2[C:9]([C:10](=[O:23])[C:11]=1[C:12]([NH:14][CH2:15][C:16]([O:18][C:19]([CH3:22])([CH3:21])[CH3:20])=[O:17])=[O:13])=[CH:8][CH:7]=[C:6]([CH2:24][CH2:25][C:26]1[CH:27]=[CH:28][CH:29]=[CH:30][CH:31]=1)[CH:5]=2. Procedure: (E)-tert-butyl 2-(2-hydroxy-1,1-dimethyl-4-oxo-7-styryl-1,4-dihydronaphthalene-3-carboxamido)acetate (150 mg, 335 μmol, Example 108) was dissolved in EtOH (3352 μL). Palladium (10% on carbon, 35.7 mg, 335 μmol) was added, and the reaction mixture was placed under one atmosphere of hydrogen with a balloon for 2 hours. The reaction mixture was filtered through a pad of Celite, washed with DCM, and concentrated to give the title compound. Starting materials: BrC=1C=C(C(=O)OC)C=C(C1)C(=O)N1CCCC1 (methyl 3-bromo-5-(pyrrolidine-1-carbonyl)benzoate), CC=1C=CC(=NC1)[Sn](CCCC)(CCCC)CCCC (5-methyl-2-(tributylstannyl)pyridine). The reagents and catalysts are C=1C=CC(=CC1)[P](C=2C=CC=CC2)(C=3C=CC=CC3)[Pd]([P](C=4C=CC=CC4)(C=5C=CC=CC5)C=6C=CC=CC6)([P](C=7C=CC=CC7)(C=8C=CC=CC8)C=9C=CC=CC9)[P](C=1C=CC=CC1)(C=1C=CC=CC1)C=1C=CC=CC1 (tetrakis(triphenylphosphine)palladium(0)). Yields the product CC=1C=CC(=NC1)C=1C=C(C(=O)OC)C=C(C1)C(=O)N1CCCC1 (Methyl 3-(5-methylpyridin-2-yl)-5-(pyrrolidine-1-carbonyl)benzoate). As a reaction SMILES: Br[C:2]1[CH:3]=[C:4]([CH:9]=[C:10]([C:12]([N:14]2[CH2:18][CH2:17][CH2:16][CH2:15]2)=[O:13])[CH:11]=1)[C:5]([O:7][CH3:8])=[O:6].[CH3:19][C:20]1[CH:21]=[CH:22][C:23]([Sn](CCCC)(CCCC)CCCC)=[N:24][CH:25]=1>C1C=CC([P]([Pd]([P](C2C=CC=CC=2)(C2C=CC=CC=2)C2C=CC=CC=2)([P](C2C=CC=CC=2)(C2C=CC=CC=2)C2C=CC=CC=2)[P](C2C=CC=CC=2)(C2C=CC=CC=2)C2C=CC=CC=2)(C2C=CC=CC=2)C2C=CC=CC=2)=CC=1>[CH3:19][C:20]1[CH:21]=[CH:22][C:23]([C:2]2[CH:3]=[C:4]([CH:9]=[C:10]([C:12]([N:14]3[CH2:18][CH2:17][CH2:16][CH2:15]3)=[O:13])[CH:11]=2)[C:5]([O:7][CH3:8])=[O:6])=[N:24][CH:25]=1 |^1:42,44,63,82|. Procedure: A mixture of methyl 3-bromo-5-(pyrrolidine-1-carbonyl)benzoate (1.2 g, 3.8 mmol), 5-methyl-2-(tributylstannyl)pyridine (0.90 mL, 2.6 mmol), tetrakis(triphenylphosphine)palladium(0) (100 mg, 0.086 mmol) under argon was subjected to microwave irradiation at 120° C. for 2 hour. The mixture was cooled to room temperature and the precipitate was collected by filtration and rinsed with hexane to afford the title compound as a white solid. The filtrate was concentrated and purified via flash chromatogr...